Dataset: the Open Reaction Database (ORD), a public repository of structured organic reaction records. Task: describe an organic reaction: reactants, conditions, products, and yield The reactants are C1(CC1)CC1(CN(CC1)C(=O)OC(C)(C)C)C(=O)N1CC=2C=C(C=NC2CC1)C(F)(F)F (tert-Butyl 3-(cyclopropylmethyl)-3-(3-(trifluoromethyl)-5,6,7,8-tetrahydro-1,6-naphthyridine-6-carbonyl)pyrrolidine-1-carboxylate), C(=O)(C(F)(F)F)O (TFA). The solvent is C(Cl)Cl (CH2Cl2). Conditions: time 4 hour. The product is C1(CC1)CC1(CNCC1)C(=O)N1CC=2C=C(C=NC2CC1)C(F)(F)F ((3-(Cyclopropylmethyl)pyrrolidin-3-yl)(3-(trifluoromethyl)-7,8-dihydro-1,6-naphthyridin-6(5H)-yl)methanone), C(=O)(C(F)(F)F)O (TFA). Reaction SMILES: [CH:1]1([CH2:4][C:5]2([C:17]([N:19]3[CH2:28][CH2:27][C:26]4[N:25]=[CH:24][C:23]([C:29]([F:32])([F:31])[F:30])=[CH:22][C:21]=4[CH2:20]3)=[O:18])[CH2:9][CH2:8][N:7](C(OC(C)(C)C)=O)[CH2:6]2)[CH2:3][CH2:2]1.[C:33]([OH:39])([C:35]([F:38])([F:37])[F:36])=[O:34]>C(Cl)Cl>[CH:1]1([CH2:4][C:5]2([C:17]([N:19]3[CH2:28][CH2:27][C:26]4[N:25]=[CH:24][C:23]([C:29]([F:30])([F:31])[F:32])=[CH:22][C:21]=4[CH2:20]3)=[O:18])[CH2:9][CH2:8][NH:7][CH2:6]2)[CH2:3][CH2:2]1.[C:33]([OH:39])([C:35]([F:38])([F:37])[F:36])=[O:34]. Procedure details: The title compound was prepared according to general procedure D described in connection with Scheme 5. tert-Butyl 3-(cyclopropylmethyl)-3-(3-(trifluoromethyl)-5,6,7,8-tetrahydro-1,6-naphthyridine-6-carbonyl)pyrrolidine-1-carboxylate was dissolved in 8 mL of CH2Cl2 and 2 mL of TFA was then added to the solution at RT. The reaction mixture was stirred for 4 h and the solvent was evaporated. The desired product was obtained as TFA salt without further application for next step. 1H NMR (400 MHz, CD... Starting materials: O=C(CCC(=O)OCC)C1=CC=C(C=C1)CCCCN1CCN(CC1)C1=CC(=CC=C1)C (ethyl 4-oxo-4-[4-(4-(4-(3-methylphenyl)piperazin-1-yl)butyl)phenyl ]butyrate), [OH-].[Na+] (sodium hydroxide). Run in C(C)O (ethanol), O (water). Product: O=C(CCC(=O)O)C1=CC=C(C=C1)CCCCN1CCN(CC1)C1=CC(=CC=C1)C (4-oxo-4-[4-(4-(4-(3-methylphenyl)piperazin-1-yl)butyl)phenyl]butyric acid). RXN SMILES: [O:1]=[C:2]([C:10]1[CH:15]=[CH:14][C:13]([CH2:16][CH2:17][CH2:18][CH2:19][N:20]2[CH2:25][CH2:24][N:23]([C:26]3[CH:31]=[CH:30][CH:29]=[C:28]([CH3:32])[CH:27]=3)[CH2:22][CH2:21]2)=[CH:12][CH:11]=1)[CH2:3][CH2:4][C:5]([O:7]CC)=[O:6].[OH-].[Na+]>C(O)C.O>[O:1]=[C:2]([C:10]1[CH:15]=[CH:14][C:13]([CH2:16][CH2:17][CH2:18][CH2:19][N:20]2[CH2:25][CH2:24][N:23]([C:26]3[CH:31]=[CH:30][CH:29]=[C:28]([CH3:32])[CH:27]=3)[CH2:22][CH2:21]2)=[CH:12][CH:11]=1)[CH2:3][CH2:4][C:5]([OH:7])=[O:6] |f:1.2|. Procedure: This ester is then dissolved in 200 ml of ethanol. To this solution, a solution of 4.7 g of sodium hydroxide in 20 ml of water is added, and this is followed by reflux with heating for 30 minutes. After the completion of the reaction, the solvent is distilled off, and the residue, after dilution with water, is adjusted to pH 5 with hydrochloric acid. The crystals precipitated are collected by filtration and further recrystallized from methanol-isopropyl ether to give 14 g of 4-oxo-4-[4-(4-(4-(3-...